The task is: describe an organic reaction: reactants, conditions, products, and yield. This data is from the Open Reaction Database (ORD), a public repository of structured organic reaction records. Starting materials: OC=1C=C(C=O)C=CC1 (3-Hydroxybenzaldehyde), COC(=O)CP(=O)(OC)OC (trimethyl phosphonoacetate), [Cl-].[Li+] (lithium chloride), N12CCCCCC2=NCCC1 (1,8-diazabicyclo[5.4.0]undec-7-ene). Run in C(C)#N (acetonitrile), O (Water). Reaction conditions: time 3 hour. Product: COC(\C=C\C1=CC(=CC=C1)O)=O (trans-3-(3-hydroxyphenyl)acrylic acid methyl ester). Isolated yield 86.4%. Reaction SMILES: [CH3:1][O:2][C:3]([CH2:5]P(OC)(OC)=O)=[O:4].[Cl-].[Li+].N12CCCN=C1CCCCC2.[OH:25][C:26]1[CH:27]=[C:28]([CH:31]=[CH:32][CH:33]=1)[CH:29]=O>C(#N)C.O>[CH3:1][O:2][C:3](=[O:4])/[CH:5]=[CH:29]/[C:28]1[CH:31]=[CH:32][CH:33]=[C:26]([OH:25])[CH:27]=1 |f:1.2|. Reported procedure: A solution of trimethyl phosphonoacetate (9.94 mL, 61.4 mmol), lithium chloride (2.60 g, 12.2 mmol) and 1,8-diazabicyclo[5.4.0]undec-7-ene (DBU) (15.92 mL, 106.5 mmol) in acetonitrile (80 mL) at room temperature under a nitrogen atmosphere was stirred at room temperature for 30 minutes. 3-Hydroxybenzaldehyde (5.00 g, 40.9 mmol) was added, and the mixture was stirred at room temperature for an additional 3 hours. Water was added and the aqueous phase was extracted with diethyl ether. The combined... Starting materials: O=C(NOCc1ccccc1I)c1ccccc1NCc1ccncc1, OB(O)c1cccs1. The product is O=C(NOCc1ccccc1-c1cccs1)c1ccccc1NCc1ccncc1. Reaction SMILES: [I:1][c:2]1[c:3]([CH2:4][O:5][NH:6][C:7]([c:8]2[c:9]([NH:14][CH2:15][c:16]3[cH:17][cH:18][n:19][cH:20][cH:21]3)[cH:10][cH:11][cH:12][cH:13]2)=[O:22])[cH:23][cH:24][cH:25][cH:26]1.[s:27]1[c:28]([B:32]([OH:33])[OH:34])[cH:29][cH:30][cH:31]1>>[c:2]1(-[c:28]2[s:27][cH:31][cH:30][cH:29]2)[c:3]([CH2:4][O:5][NH:6][C:7]([c:8]2[c:9]([NH:14][CH2:15][c:16]3[cH:17][cH:18][n:19][cH:20][cH:21]3)[cH:10][cH:11][cH:12][cH:13]2)=[O:22])[cH:23][cH:24][cH:25][cH:26]1.